This data is from the Open Reaction Database (ORD), a public repository of structured organic reaction records. The task is: describe an organic reaction: reactants, conditions, products, and yield Reactants: C[Si](C)(C)Cl, CC#N, CCCCCCC(=O)O. Product: CCCCCCC(=O)O[Si](C)(C)C. As a reaction SMILES: [CH3:10][Si:11]([Cl:12])([CH3:13])[CH3:14].[CH3:15][C:16]#[N:17].[CH3:1][CH2:2][CH2:3][CH2:4][CH2:5][CH2:6][C:7]([OH:8])=[O:9]>>[CH3:1][CH2:2][CH2:3][CH2:4][CH2:5][CH2:6][C:7](=[O:8])[O:9][Si:11]([CH3:10])([CH3:13])[CH3:14]. Starting materials: N1C=CC2=CC=CC=C12 (indole), ClC=1C=C2C=CNC2=CC1 (5-chloro-indole). Yields the product ClC=1C=C2CCNC2=CC1 (5-chloro-indoline). The yield is 42.8%. RXN SMILES: N1C2C(=CC=CC=2)C=C1.[Cl:10][C:11]1[CH:12]=[C:13]2[C:17](=[CH:18][CH:19]=1)[NH:16][CH:15]=[CH:14]2>>[Cl:10][C:11]1[CH:12]=[C:13]2[C:17](=[CH:18][CH:19]=1)[NH:16][CH2:15][CH2:14]2. Reported procedure: In another comparison example in which 5% ruthenium-carbon catalyst without a nitrocompound as the hydrogen acceptor was used, a mixture of 307.2 g (2 moles) of 5-chloro-indoline, 500 ml of xylene and 15 g of 5% ruthenium-carbon catalyst was refluxed with stirring for 7 hours and the mixture was then cooled and vacuum filtered. 800 ml of dilute hydrochloric acid formed from 130 ml of concentrated hydrochloric acid and 670 ml of water was added in 3 equal portions to the filtrate. The organic pha... Reactants: Cn1ccc(NC(=O)c2cc(Oc3ccc(C#N)c(F)c3)c3c(c2)OC(C)(C)C3)n1, CCO, [NH4+], [OH-], O. The product is Cn1ccc(NC(=O)c2cc(Oc3ccc(C(=N)NO)c(F)c3)c3c(c2)OC(C)(C)C3)n1. As a reaction SMILES: [CH3:1][n:2]1[n:3][c:4]([NH:7][C:8](=[O:9])[c:10]2[cH:11][c:12]3[c:13]([c:19]([O:21][c:22]4[cH:23][c:24]([F:30])[c:25]([C:28]#[N:29])[cH:26][cH:27]4)[cH:20]2)[CH2:14][C:15]([CH3:17])([CH3:18])[O:16]3)[cH:5][cH:6]1.[CH3:33][CH2:34][OH:35].[NH4+:32].[OH-:31].[OH2:36]>>[CH3:1][n:2]1[n:3][c:4]([NH:7][C:8](=[O:9])[c:10]2[cH:11][c:12]3[c:13]([c:19]([O:21][c:22]4[cH:23][c:24]([F:30])[c:25]([C:28]([NH:29][OH:31])=[NH:32])[cH:26][cH:27]4)[cH:20]2)[CH2:14][C:15]([CH3:17])([CH3:18])[O:16]3)[cH:5][cH:6]1. The reactants are FC(C1=C(C=CC(=N1)N)C#C[Si](C)(C)C)(F)F (6-trifluoromethyl-5-trimethylsilanylethynyl-pyridin-2-ylamine), C(=O)([O-])[O-].[K+].[K+] (K2CO3). The solvent is CO (MeOH). Yields the product C(#C)C=1C=CC(=NC1C(F)(F)F)N (5-Ethynyl-6-trifluoromethyl-pyridin-2-ylamine). Reaction SMILES: [F:1][C:2]([F:17])([F:16])[C:3]1[N:8]=[C:7]([NH2:9])[CH:6]=[CH:5][C:4]=1[C:10]#[C:11][Si](C)(C)C.C([O-])([O-])=O.[K+].[K+]>CO>[C:10]([C:4]1[CH:5]=[CH:6][C:7]([NH2:9])=[N:8][C:3]=1[C:2]([F:1])([F:17])[F:16])#[CH:11] |f:1.2.3|. Reported procedure: The title compound is synthesized according to general procedure GP3 starting from 2.82 g (11.0 mmol) 6-trifluoromethyl-5-trimethylsilanylethynyl-pyridin-2-ylamine and 757 mg (5.5 mmol) K2CO3 in 25 mL MeOH. The product is purified by chromatography on silica gel using a cyclohexane/ethyl acetate gradient. Yield: 0.9 g (44%). Starting materials: C1CCOC1, CCOC(=O)c1c[nH]cc1C, O=C1CCC(=O)N1Br. The product is CCOC(=O)c1c[nH]c(Br)c1C. As a reaction SMILES: [CH2:20]1[O:21][CH2:22][CH2:23][CH2:24]1.[CH3:1][c:2]1[c:3]([C:7](=[O:8])[O:9][CH2:10][CH3:11])[cH:4][nH:5][cH:6]1.[O:12]=[C:13]1[N:14]([Br:19])[C:15](=[O:16])[CH2:17][CH2:18]1>>[CH3:1][c:2]1[c:3]([C:7](=[O:8])[O:9][CH2:10][CH3:11])[cH:4][nH:5][c:6]1[Br:19].